From a dataset of the Open Reaction Database (ORD), a public repository of structured organic reaction records. describe an organic reaction: reactants, conditions, products, and yield Starting materials: ClCCl, O=S(Cl)Cl, OCc1coc(-c2ccc(-n3cnc4ccccc43)cc2)n1. The product is ClCc1coc(-c2ccc(-n3cnc4ccccc43)cc2)n1. Reaction SMILES: [Cl:27][CH2:28][Cl:29].[S:23]([Cl:24])([Cl:25])=[O:26].[n:1]1(-[c:10]2[cH:11][cH:12][c:13](-[c:16]3[o:17][cH:18][c:19]([CH2:21][OH:22])[n:20]3)[cH:14][cH:15]2)[cH:2][n:3][c:4]2[c:5]1[cH:6][cH:7][cH:8][cH:9]2>>[n:1]1(-[c:10]2[cH:11][cH:12][c:13](-[c:16]3[o:17][cH:18][c:19]([CH2:21][Cl:25])[n:20]3)[cH:14][cH:15]2)[cH:2][n:3][c:4]2[c:5]1[cH:6][cH:7][cH:8][cH:9]2. Starting materials: NC1=C(C=CC=C1C)O (2-amino-3-methylphenol), BrC=1SC(=CC1C(=O)Cl)C (2-Bromo-5-methyl-3-thiophenecarbonyl chloride), BrC=1SC(=CC1C(=O)O)C (2-bromo-5-methyl-3-thiophenecarboxylic acid), S(=O)(Cl)Cl (thionyl chloride), C(C)(C)OC(C)C.C(C)(=O)OCC (diisopropyl ether ethyl acetate). The solvent is N1=CC=CC=C1 (pyridine), C1(=CC=CC=C1)C (toluene), C1(=CC=CC=C1)C (toluene). Reaction conditions: time 3 hour. Product: OC1=C(C(=CC=C1)C)NC(=O)C1=C(SC(=C1)C)Br (N-(2-hydroxy-6-methylphenyl)-2-bromo-5-methyl-3-thiophenecarboxamide). Yield: 84.7%. As a reaction SMILES: [Br:1][C:2]1[S:3][C:4]([CH3:10])=[CH:5][C:6]=1[C:7](Cl)=[O:8].BrC1SC(C)=CC=1C(O)=O.S(Cl)(Cl)=O.[NH2:25][C:26]1[C:31]([CH3:32])=[CH:30][CH:29]=[CH:28][C:27]=1[OH:33].C(OC(C)C)(C)C.C(OCC)(=O)C>C1(C)C=CC=CC=1.N1C=CC=CC=1>[OH:33][C:27]1[CH:28]=[CH:29][CH:30]=[C:31]([CH3:32])[C:26]=1[NH:25][C:7]([C:6]1[CH:5]=[C:4]([CH3:10])[S:3][C:2]=1[Br:1])=[O:8] |f:4.5|. Reported procedure: 2-Bromo-5-methyl-3-thiophenecarbonyl chloride (2.6 g), prepared in the same manner as above from 2-bromo-5-methyl-3-thiophenecarboxylic acid and thionyl chloride, was suspended in toluene (20 ml). This toluene solution was added dropwise to a solution of 2-amino-3-methylphenol (1.4 g) in pyridine (30 ml) at 0° C. The mixture was stirred at room temperature for 3 hours and diisopropyl ether-ethyl acetate was added. The solvent was evaporated under reduced pressure. The precipitated crystals were ... The reactants are [N+](=O)([O-])C=1C=C(C(=O)C2=NC=CC=C2C(=O)OC)C=CC1 (2-(3-nitrobenzoyl)-3-methoxycarbonylpyridine), C1(=CC=CC=C1)NN (phenylhydrazine). The solvent is C(C)O (ethanol). The product is C1(=CC=CC=C1)N1N=C(C2=C(C1=O)C=CC=N2)C2=CC(=CC=C2)[N+](=O)[O-] (6-phenyl-8-(3-nitrophenyl) pyrido[2,3-d]pyridazin-5-one). The yield is 21.0%. Reaction SMILES: [N+:1]([C:4]1[CH:5]=[C:6]([CH:19]=[CH:20][CH:21]=1)[C:7]([C:9]1[C:14]([C:15]([O:17]C)=O)=[CH:13][CH:12]=[CH:11][N:10]=1)=O)([O-:3])=[O:2].[C:22]1([NH:28][NH2:29])[CH:27]=[CH:26][CH:25]=[CH:24][CH:23]=1>C(O)C>[C:22]1([N:28]2[C:15](=[O:17])[C:14]3[CH:13]=[CH:12][CH:11]=[N:10][C:9]=3[C:7]([C:6]3[CH:19]=[CH:20][CH:21]=[C:4]([N+:1]([O-:3])=[O:2])[CH:5]=3)=[N:29]2)[CH:27]=[CH:26][CH:25]=[CH:24][CH:23]=1. Procedure: To a solution of 2-(3-nitrobenzoyl)-3-methoxycarbonylpyridine (0.26 g, 0.97 mmoles) dissolved in ethanol (50 ml), was added phenylhydrazine (0.25 ml, 2.4 mmoles). The mixture was refluxed for 168 hours. The solvent was removed and the solid was precipitated from ethanol and dried, yielding 0.07 g of 6-phenyl-8-(3-nitrophenyl) pyrido[2,3-d]pyridazin-5-one (21%), mp 167° C. The reactants are FC1=C(C=C2C(NC(=NC2=C1)N1N=CC(=C1)C(=O)OCC)=O)N1CCCCC1 (ethyl 1-(7-fluoro-4-oxo-6-(piperidin-1-yl)-3,4-dihydroquinazolin-2-yl)-1H-pyrazole-4-carboxylate), N1CCOCC1 (morpholine). Yields the product FC1=C(C=C2C(=NC(=NC2=C1)N1N=CC(=C1)C(=O)O)N1CCOCC1)N1CCCCC1 (1-(7-Fluoro-4-morpholino-6-(piperidin-1-yl)quinazolin-2-yl)-1H-pyrazole-4-carboxylic acid). RXN SMILES: [F:1][C:2]1[CH:11]=[C:10]2[C:5]([C:6](=O)[NH:7][C:8]([N:12]3[CH:16]=[C:15]([C:17]([O:19]CC)=[O:18])[CH:14]=[N:13]3)=[N:9]2)=[CH:4][C:3]=1[N:23]1[CH2:28][CH2:27][CH2:26][CH2:25][CH2:24]1.[NH:29]1[CH2:34][CH2:33][O:32][CH2:31][CH2:30]1>>[F:1][C:2]1[CH:11]=[C:10]2[C:5]([C:6]([N:29]3[CH2:34][CH2:33][O:32][CH2:31][CH2:30]3)=[N:7][C:8]([N:12]3[CH:16]=[C:15]([C:17]([OH:19])=[O:18])[CH:14]=[N:13]3)=[N:9]2)=[CH:4][C:3]=1[N:23]1[CH2:28][CH2:27][CH2:26][CH2:25][CH2:24]1. Procedure: The above compound may be made analogous to Example 1 using ethyl 1-(7-fluoro-4-oxo-6-(piperidin-1-yl)-3,4-dihydroquinazolin-2-yl)-1H-pyrazole-4-carboxylate in step D and morpholine in step E. MS (ESI): predicted mass calcd. for C21H23FN6O3, 426.2 Reactants: CC(C)(C)OCC(N)C(=O)O, COc1ccc(C(=O)O)cc1C=Cc1ccc(OC(F)(F)F)cc1. Product: COc1ccc(C(=O)NC(COC(C)(C)C)C(=O)O)cc1C=Cc1ccc(OC(F)(F)F)cc1. RXN SMILES: [C:25]([CH3:26])([CH3:27])([CH3:28])[O:29][CH2:30][CH:31]([NH2:32])[C:33](=[O:34])[OH:35].[CH3:1][O:2][c:3]1[c:4]([CH:12]=[CH:13][c:14]2[cH:15][cH:16][c:17]([O:20][C:21]([F:22])([F:23])[F:24])[cH:18][cH:19]2)[cH:5][c:6]([C:7](=[O:8])[OH:9])[cH:10][cH:11]1>>[CH3:1][O:2][c:3]1[c:4]([CH:12]=[CH:13][c:14]2[cH:15][cH:16][c:17]([O:20][C:21]([F:22])([F:23])[F:24])[cH:18][cH:19]2)[cH:5][c:6]([C:7](=[O:8])[NH:32][CH:31]([CH2:30][O:29][C:25]([CH3:26])([CH3:27])[CH3:28])[C:33](=[O:34])[OH:35])[cH:10][cH:11]1. The reactants are Br/C=C/c1ccc(OC)cc1, Cl[C@H](C)c1c(OC)cccc1. Reagents/catalysts: [Na+].[I-], Cl[Ni]Cl.COCCOC, C1(C2(C3=N[C@H](c4ccccc4C5)[C@H]5O3)CC2)=N[C@H]6[C@H](Cc7ccccc76)O1. Run in CC(N(C)C)=O. Conditions: temperature 0 celsius, time 3.25 hour. The product is COc1ccc(/C=C/[C@H](C)c2ccccc2OC)cc1. Yield: 73.0%. Reactants: [C-]1=CC=CC2=CC3=CC=CC=C3C=C12.[Li+] (lithium anthracenide), [I-].[Ca+2].[I-] (calcium iodide), [Ca] (calcium), chloromethylated polystyrene, [Ca] (calcium), calcium-substituted, Cl[Si](C)(C)C (chlorotrimethylsilane). Conditions: time 24 hour. The product is C1(=[C-]C=CC=C1)C1=[C-]C=CC=C1.[Li+].[Li+] (lithium biphenylide). As a reaction SMILES: [C-]1[C:14]2[C:5](=C[C:7]3[C:12]([CH:13]=2)=[CH:11][CH:10]=[CH:9][CH:8]=3)[CH:4]=[CH:3][CH:2]=1.[Li+:15].[I-].[Ca+2].[I-].[Ca].Cl[Si](C)(C)C>>[C:12]1([C:13]2[CH:2]=[CH:3][CH:4]=[CH:5][C-:14]=2)[CH:11]=[CH:10][CH:9]=[CH:8][C-:7]=1.[Li+:15].[Li+:15] |f:0.1,2.3.4,7.8.9|. Procedure details: Preformed lithium anthracenide was reacted with calcium iodide to prepare a soluble calcium species. This calcium species was added to chloromethylated polystyrene (DF=0.11) and stirred for 24 hours at room temperature. The corresponding calcium-substituted reagent was then reacted with chlorotrimethylsilane at room temperature to yield the silylated product; however, the yield was not optimized and was lower than the yield obtained from preformed lithium biphenylide (Table III, entry 4). Reacti... Reactants: C(C)(=O)OCC1CN(CC(C1)N(CC(C)C)C(=O)OCC1=CC=CC=C1)C(=O)OC(C)(C)C (tert-Butyl 3-[(acetyloxy)methyl]-5-{[(benzyloxy)carbonyl](2-methylpropyl)amino}piperidine-1-carboxylate). Reagents/catalysts: [OH-].[Pd+2].[OH-].[C] (palladium(II) hydroxide carbon). The solvent is CO (methanol). Run at time 8 hour. Product: C(C)(=O)OCC1CN(CC(C1)NCC(C)C)C(=O)OC(C)(C)C (tert-butyl 3-[(acetyloxy)methyl]-5-[(2-methylpropyl)amino]piperidine-1-carboxylate). Yield: 98.6%. RXN SMILES: [C:1]([O:4][CH2:5][CH:6]1[CH2:11][CH:10]([N:12](C(OCC2C=CC=CC=2)=O)[CH2:13][CH:14]([CH3:16])[CH3:15])[CH2:9][N:8]([C:27]([O:29][C:30]([CH3:33])([CH3:32])[CH3:31])=[O:28])[CH2:7]1)(=[O:3])[CH3:2]>CO.[OH-].[Pd+2].[OH-].[C]>[C:1]([O:4][CH2:5][CH:6]1[CH2:11][CH:10]([NH:12][CH2:13][CH:14]([CH3:15])[CH3:16])[CH2:9][N:8]([C:27]([O:29][C:30]([CH3:32])([CH3:31])[CH3:33])=[O:28])[CH2:7]1)(=[O:3])[CH3:2] |f:2.3.4.5|. Procedure: tert-Butyl 3-[(acetyloxy)methyl]-5-{[(benzyloxy)carbonyl](2-methylpropyl)amino}piperidine-1-carboxylate (5.0 g) and palladium(II) hydroxide-carbon (500 mg) were suspended in methanol (100 ml), and the mixture was stirred under a hydrogen atmosphere (1 atm) at room temperature for 8 hr. The palladium catalyst was filtered off, and the filtrate was concentrated under reduced pressure to give the object compound (3.50 g).